This data is from the Open Reaction Database (ORD), a public repository of structured organic reaction records. The task is: describe an organic reaction: reactants, conditions, products, and yield The reactants are C12(CC3CC(CC(C1)C3)C2)OCC(=O)O ((adamantan-1-yloxy)-acetic acid), C(=O)(N1C=NC=C1)N1C=NC=C1 (1,1′-carbonyl-diimidazole), CC1(OC(CC(O1)=O)=O)C (2,2-dimethyl-1,3-dioxan-4,6-dione), N1=CC=CC=C1 (pyridine). The solvent is C(Cl)Cl (DCM), C(Cl)Cl (DCM). Reaction conditions: temperature 0 celsius, time 15 minute. The product is C12(CC3CC(CC(C1)C3)C2)OCC(O)=C2C(OC(OC2=O)(C)C)=O (5-[2-(Adamantan-1-yloxy)-1-hydroxy-ethylidene]-2,2-dimethyl-[1,3]dioxane-4,6-dione). RXN SMILES: [C:1]12([O:11][CH2:12][C:13](O)=[O:14])[CH2:10][CH:5]3[CH2:6][CH:7]([CH2:9][CH:3]([CH2:4]3)[CH2:2]1)[CH2:8]2.C(N1C=CN=C1)(N1C=CN=C1)=O.[CH3:28][C:29]1([CH3:37])[O:34][C:33](=[O:35])[CH2:32][C:31](=[O:36])[O:30]1.N1C=CC=CC=1>C(Cl)Cl>[C:1]12([O:11][CH2:12][C:13](=[C:32]3[C:33](=[O:35])[O:34][C:29]([CH3:37])([CH3:28])[O:30][C:31]3=[O:36])[OH:14])[CH2:10][CH:5]3[CH2:6][CH:7]([CH2:9][CH:3]([CH2:4]3)[CH2:2]1)[CH2:8]2. Procedure details: A mixture of (adamantan-1-yloxy)-acetic acid (Example 216, step a) (32.3 g, 0.153 mol) and 1,1′-carbonyl-diimidazole (27.6 g, 0.17 mol) in anhydrous DCM (600 ml) was stirred at 0° C. for 15 min, then at room temperature for 75 min. The mixture was concentrated in vacuo (˜300 ml) and the solution was added dropwise over 20 min to a solution of 2,2-dimethyl-1,3-dioxan-4,6-dione (22.1 g, 0.153 mol) and pyridine (30 ml, 0.371 mol) in anhydrous DCM (450 ml) at 0° C. under argon. The mixture was allow... The reactants are C12(CC3CC(CC(C1)C3)C2)C=2C=C(C(=O)O)C=CC2OC (3-(1-adamantyl)-4-methoxy benzoic acid), S(=O)(Cl)Cl (thionyl chloride). The product is C12(CC3CC(CC(C1)C3)C2)C=2C=C(C(=O)Cl)C=CC2OC (3-(1-adamantyl)-4-methoxy benzoyl chloride). The yield is 100.0%. RXN SMILES: [C:1]12([C:11]3[CH:12]=[C:13]([CH:17]=[CH:18][C:19]=3[O:20][CH3:21])[C:14](O)=[O:15])[CH2:10][CH:5]3[CH2:6][CH:7]([CH2:9][CH:3]([CH2:4]3)[CH2:2]1)[CH2:8]2.S(Cl)([Cl:24])=O>>[C:1]12([C:11]3[CH:12]=[C:13]([CH:17]=[CH:18][C:19]=3[O:20][CH3:21])[C:14]([Cl:24])=[O:15])[CH2:10][CH:5]3[CH2:6][CH:7]([CH2:9][CH:3]([CH2:4]3)[CH2:2]1)[CH2:8]2. Reported procedure: In a round bottom flask, there are introduced 200 ml of thionyl chloride and there are then added, in small fractions, 35 g (122 mmoles) of the acid obtained in stage (a), above. The reaction mixture is heated to reflux until the emission of gases ceases. The reaction mixture is evaporated to dryness, taken up in 100 ml of anhydrous benzene and again evaporated to dryness, yielding 37 g of the expected product (100% yield) having a melting point of 153°-154° C. Procedure: Compound 27 was synthesised following similar procedures outlined in Example 1 (Compound 37), using 4-methoxybenzoylacetonitrile instead of 2-chlorobenzoyl acetonitrile in Step 1. Reactants: ClC1=C2C(=NN=C1C1=CC=CC=C1)N(N=C2C2=C(C=CC=C2)Cl)C (4-chloro-3-(2-chlorophenyl)-1-methyl-5-phenyl-1H-pyrazolo[3,4-c]pyridazine), COC1=CC=C(C(=O)CC#N)C=C1 (4-methoxybenzoylacetonitrile). The product is ClC1=C2C(=NN=C1C1=CC=CC=C1)N(N=C2C2=CC=C(C=C2)OC)C (4-chloro-3-(4-methoxyphenyl)-1-methyl-5-phenyl-1H-pyrazolo[3,4-c]pyridazine). As a reaction SMILES: [Cl:1][C:2]1[C:7]([C:8]2[CH:13]=[CH:12][CH:11]=[CH:10][CH:9]=2)=[N:6][N:5]=[C:4]2[N:14]([CH3:24])[N:15]=[C:16]([C:17]3[CH:22]=[CH:21][CH:20]=[CH:19][C:18]=3Cl)[C:3]=12.[CH3:25][O:26]C1C=CC(C(CC#N)=O)=CC=1>>[Cl:1][C:2]1[C:7]([C:8]2[CH:13]=[CH:12][CH:11]=[CH:10][CH:9]=2)=[N:6][N:5]=[C:4]2[N:14]([CH3:24])[N:15]=[C:16]([C:17]3[CH:22]=[CH:21][C:20]([O:26][CH3:25])=[CH:19][CH:18]=3)[C:3]=12. Starting materials: NC=1C(=C(C=C(C(=O)O)C1)OCCCC)C(C1=CC=CC=C1)=O (5-amino-4-benzoyl-3-n-butoxybenzoic acid), C(C)(=O)OC(C)=O (acetic anhydride), C(C)(=O)O (acetic acid). RXN SMILES: [NH2:1][C:2]1[C:3]([C:16](=[O:23])[C:17]2[CH:22]=[CH:21][CH:20]=[CH:19][CH:18]=2)=[C:4]([O:11][CH2:12][CH2:13][CH2:14][CH3:15])[CH:5]=[C:6]([CH:10]=1)[C:7]([OH:9])=[O:8].[C:24](OC(=O)C)(=[O:26])[CH3:25].C(O)(=O)C>O>[C:24]([NH:1][C:2]1[C:3]([C:16](=[O:23])[C:17]2[CH:18]=[CH:19][CH:20]=[CH:21][CH:22]=2)=[C:4]([O:11][CH2:12][CH2:13][CH2:14][CH3:15])[CH:5]=[C:6]([CH:10]=1)[C:7]([OH:9])=[O:8])(=[O:26])[CH3:25]. Run at time 20 hour. Procedure details: A mixture of 5-amino-4-benzoyl-3-n-butoxybenzoic acid (0.8 g), acetic anhydride (0.8 ml) and acetic acid (8.0 ml) is heated on a steam-bath for 1 hour. After cooling, the resulting solution is poured into water (about 20 ml) and the mixture is left at room temperature for about 20 hours. The resulting precipitate is collected by filtration and washed with water. After drying and recrystallization twice from aqueous ethanol, 5-acetamido-4-benzoyl-3-n-butoxybenzoic acid is obtained with a melting ... Yields the product C(C)(=O)NC=1C(=C(C=C(C(=O)O)C1)OCCCC)C(C1=CC=CC=C1)=O (5-acetamido-4-benzoyl-3-n-butoxybenzoic acid). Run in O (water). Starting materials: BrCCOC1=CC=C(C(C(=O)N)=C1)O (5-(2-bromoethoxy)salicylamide), C(C=C)OC1=C(OCC(CN)O)C=CC=C1 (1-(2-allyloxyphenoxy)-3-aminopropan-2-ol). The solvent is C(C)(C)O (isopropanol). Conditions: time 1 hour. Product: C(C=C)OC1=C(OCC(CNCCOC2=CC(=C(C=C2)O)C(N)=O)O)C=CC=C1 (1-(2-allyloxyphenoxy)-3-[2-(3-carbamoyl-4-hydroxyphenoxy)ethylamino]propan-2-ol). As a reaction SMILES: Br[CH2:2][CH2:3][O:4][C:5]1[CH:13]=[C:9]([C:10]([NH2:12])=[O:11])[C:8]([OH:14])=[CH:7][CH:6]=1.[CH2:15]([O:18][C:19]1[CH:30]=[CH:29][CH:28]=[CH:27][C:20]=1[O:21][CH2:22][CH:23]([OH:26])[CH2:24][NH2:25])[CH:16]=[CH2:17]>C(O)(C)C>[CH2:15]([O:18][C:19]1[CH:30]=[CH:29][CH:28]=[CH:27][C:20]=1[O:21][CH2:22][CH:23]([OH:26])[CH2:24][NH:25][CH2:2][CH2:3][O:4][C:5]1[CH:6]=[CH:7][C:8]([OH:14])=[C:9]([C:10](=[O:11])[NH2:12])[CH:13]=1)[CH:16]=[CH2:17]. Reported procedure: A mixture of 6.5 g of 5-(2-bromoethoxy)salicylamide and 8.9 g of 1-(2-allyloxyphenoxy)-3-aminopropan-2-ol is melted in an oil bath at 100° and stirred for 1 hour using a magnetic stirrer. The working up is carried out analogously to Example 11 and yields 1-(2-allyloxyphenoxy)-3-[2-(3-carbamoyl-4-hydroxyphenoxy)ethylamino]propan-2-ol having a melting point of 147°-148° (from isopropanol).